The task is: describe an organic reaction: reactants, conditions, products, and yield. This data is from the Open Reaction Database (ORD), a public repository of structured organic reaction records. The reactants are C(C)(=O)O (acetic acid), CO (methanol), [P] (phosphorus), COC1=CC=C(C=C1)C(C(=O)O)C (2-(4-methoxyphenyl)propionic acid). Solvent: I (hydroiodic acid). Yields the product OC1=CC=C(C=C1)C(C(=O)OC)C (Methyl 2-(4-hydroxyphenyl)propionate). Reaction SMILES: [C:1](O)(=O)C.CO.[P].C[O:9][C:10]1[CH:15]=[CH:14][C:13]([CH:16]([CH3:20])[C:17]([OH:19])=[O:18])=[CH:12][CH:11]=1>I>[OH:9][C:10]1[CH:15]=[CH:14][C:13]([CH:16]([CH3:20])[C:17]([O:19][CH3:1])=[O:18])=[CH:12][CH:11]=1. Procedure details: In a mixture of 12ml of hydroiodic acid, 90ml of acetic acid and 1g of phosphorus 10g of 2-(4-methoxyphenyl)propionic acid was refluxed for 3 hours and the reaction mixture was concentrated. 20ml of methanol and 2ml of sulfuric acid were added to the residue and the mixture was refluxed for one hour. After the methanol was concentrated, the water was added to the residue and extracted with ether. The extract was washed over magnesium sulfate and the ether was distilled off. The residue was disti... Reactants: CC(C)C(=O)Nc1cccc(C2CCN(CCC(O)c3ccc(F)cc3)CC2)c1, Oc1ccc(F)c(F)c1. The product is CC(C)C(=O)Nc1cccc(C2CCN(CCC(Oc3ccc(F)c(F)c3)c3ccc(F)cc3)CC2)c1. RXN SMILES: [F:1][c:2]1[cH:3][cH:4][c:5]([CH:8]([CH2:9][CH2:10][N:11]2[CH2:12][CH2:13][CH:14]([c:17]3[cH:18][c:19]([NH:23][C:24]([CH:25]([CH3:26])[CH3:27])=[O:28])[cH:20][cH:21][cH:22]3)[CH2:15][CH2:16]2)[OH:29])[cH:6][cH:7]1.[F:30][c:31]1[cH:32][c:33]([OH:38])[cH:34][cH:35][c:36]1[F:37]>>[F:1][c:2]1[cH:3][cH:4][c:5]([CH:8]([CH2:9][CH2:10][N:11]2[CH2:12][CH2:13][CH:14]([c:17]3[cH:18][c:19]([NH:23][C:24]([CH:25]([CH3:26])[CH3:27])=[O:28])[cH:20][cH:21][cH:22]3)[CH2:15][CH2:16]2)[O:29][c:33]2[cH:32][c:31]([F:30])[c:36]([F:37])[cH:35][cH:34]2)[cH:6][cH:7]1. The reactants are ClC1=CC=C(C=C1)C1=CC2CCC(C1)N2C(=O)O (Racemic 3-(4-Chloro-phenyl)-8-aza-bicyclo[3.2.1]oct-2-ene-8-carboxylic acid), 2,2,2-trichloro-ethyl ester. Reagents/catalysts: [Zn] (Zinc). Run in C(C)(=O)O (acetic acid), O (water). Product: ClC1=CC=C(C=C1)C1=CC2CCC(C1)N2 (racemic 3-(4-Chloro-phenyl)-8-aza-bicyclo[3.2.1]oct-2-ene). Isolated yield 81.5%. RXN SMILES: [Cl:1][C:2]1[CH:7]=[CH:6][C:5]([C:8]2[CH2:14][CH:13]3[N:15](C(O)=O)[CH:10]([CH2:11][CH2:12]3)[CH:9]=2)=[CH:4][CH:3]=1>C(O)(=O)C.O.[Zn]>[Cl:1][C:2]1[CH:3]=[CH:4][C:5]([C:8]2[CH2:9][CH:10]3[NH:15][CH:13]([CH2:12][CH2:11]3)[CH:14]=2)=[CH:6][CH:7]=1. Reported procedure: Racemic 3-(4-Chloro-phenyl)-8-aza-bicyclo[3.2.1]oct-2-ene-8-carboxylic acid #2,2,2-trichloro-ethyl ester (7.5 g, 18.98 mmol) in acetic acid (75 mL) and water (10 mL) was heated at 45° C. Zinc (16.63 g, 257.39 mmol) was added portionwise to the reaction over 1 hour. Mix was filtered through Celite and the filtrate was concentrated to a clear oil. The oil was dissolved in water (100 mL) adjusted to PH=12 with 1N sodium hydroxide and extracted with ethyl acetate (2×200 mL). The combined organic lay... Starting materials: C1CCOC1, CCN(C(C)C)C(C)C, Clc1ccc(N2CCNCC2)c(Cl)c1, Cc1cccn2cc(CCl)nc12. Yields the product Cc1cccn2cc(CN3CCN(c4ccc(Cl)cc4Cl)CC3)nc12. Reaction SMILES: [CH2:36]1[O:37][CH2:38][CH2:39][CH2:40]1.[CH:27]([N:28]([CH:29]([CH3:30])[CH3:31])[CH2:32][CH3:33])([CH3:34])[CH3:35].[Cl:13][c:14]1[c:15]([N:21]2[CH2:22][CH2:23][NH:24][CH2:25][CH2:26]2)[cH:16][cH:17][c:18]([Cl:20])[cH:19]1.[Cl:1][CH2:2][c:3]1[n:4][c:5]2[n:6]([cH:7][cH:8][cH:9][c:10]2[CH3:11])[cH:12]1>>[CH2:2]([c:3]1[n:4][c:5]2[n:6]([cH:7][cH:8][cH:9][c:10]2[CH3:11])[cH:12]1)[N:24]1[CH2:23][CH2:22][N:21]([c:15]2[c:14]([Cl:13])[cH:19][c:18]([Cl:20])[cH:17][cH:16]2)[CH2:26][CH2:25]1. Starting materials: COC(=O)C(C)N(C)C(=O)C(CC(=O)OC(C)(C)C)c1ccc(OCc2ccccc2)cc1, CO. Yields the product COC(=O)C(C)N(C)C(=O)C(CC(=O)OC(C)(C)C)c1ccc(O)cc1. As a reaction SMILES: [CH3:1][N:2]([C:3]([CH:4]([CH2:5][C:6](=[O:7])[O:8][C:9]([CH3:10])([CH3:11])[CH3:12])[c:13]1[cH:14][cH:15][c:16]([O:19][CH2:20][c:21]2[cH:22][cH:23][cH:24][cH:25][cH:26]2)[cH:17][cH:18]1)=[O:27])[CH:28]([C:29](=[O:30])[O:31][CH3:32])[CH3:33].[CH3:34][OH:35]>>[CH3:1][N:2]([C:3]([CH:4]([CH2:5][C:6](=[O:7])[O:8][C:9]([CH3:10])([CH3:11])[CH3:12])[c:13]1[cH:14][cH:15][c:16]([OH:19])[cH:17][cH:18]1)=[O:27])[CH:28]([C:29](=[O:30])[O:31][CH3:32])[CH3:33].